This data is from the Open Reaction Database (ORD), a public repository of structured organic reaction records. The task is: describe an organic reaction: reactants, conditions, products, and yield Reactants: C(C1=CC=CC=C1)(=O)NC1=C2N=CN(C2=NC=N1)[C@H]1[C@H](O)[C@@H]([C@H](O1)C(=O)O)NC(C(NC(=O)OC(C)(C)C)CC1=CC=C(C=C1)F)=O (1-(6-Benzoylamino-9H-purin-9-yl)-3-[N-tert-butoxycarbonyl-β-(4-fluorophenyl)-D,L-alanylamino]-1,3-dideoxy-β-D-ribofuranuronic acid), C(CCC)N (n-butylamine). Product: NC1=C2N=CN(C2=NC=N1)[C@H]1[C@H](O)[C@@H]([C@H](O1)C(=O)O)NC(C(NC(=O)OC(C)(C)C)CC1=CC=C(C=C1)F)=O (1-(6-Amino-9H-purin-9-yl)-3-[N-tert-butoxycarbonyl-β-(4-fluorophenyl)-D,L-alanylamino]-1,3-dideoxy-β-D-ribofuranuronic acid). The yield is 87.7%. RXN SMILES: C([NH:9][C:10]1[N:18]=[CH:17][N:16]=[C:15]2[C:11]=1[N:12]=[CH:13][N:14]2[C@@H:19]1[O:24][C@H:23]([C:25]([OH:27])=[O:26])[C@@H:22]([NH:28][C:29](=[O:47])[CH:30]([CH2:39][C:40]2[CH:45]=[CH:44][C:43]([F:46])=[CH:42][CH:41]=2)[NH:31][C:32]([O:34][C:35]([CH3:38])([CH3:37])[CH3:36])=[O:33])[C@H:20]1[OH:21])(=O)C1C=CC=CC=1.C(N)CCC>>[NH2:9][C:10]1[N:18]=[CH:17][N:16]=[C:15]2[C:11]=1[N:12]=[CH:13][N:14]2[C@@H:19]1[O:24][C@H:23]([C:25]([OH:27])=[O:26])[C@@H:22]([NH:28][C:29](=[O:47])[CH:30]([CH2:39][C:40]2[CH:41]=[CH:42][C:43]([F:46])=[CH:44][CH:45]=2)[NH:31][C:32]([O:34][C:35]([CH3:37])([CH3:36])[CH3:38])=[O:33])[C@H:20]1[OH:21]. Reported procedure: 1-(6-Amino-9H-purin-9-yl)-3-[N-tert-butoxycarbonyl-β-(4-fluorophenyl)-D,L-alanylamino]-1,3-dideoxy-β-D-ribofuranuronic acid (400 mg) was prepared by reacting 1-(6-benzoylamino-9H-purin-9yl)-3-[N-tert-butoxycarbonyl-β-(4-fluorophenyl)-D,L-alanylamino]-1,3-dideoxy-β-D-ribofuranuronic acid (543 mg) prepared in Example 9 with n-butylamine (5.0 ml) according to a similar manner to that of Example 23, mp. 149°-154° C. (dec.).